Dataset: the Open Reaction Database (ORD), a public repository of structured organic reaction records. Task: describe an organic reaction: reactants, conditions, products, and yield The reactants are Nc1cncc(Br)c1, CCO, ClCCl, O=S(=O)(Cl)c1ccc(F)cc1, [Na+], O=C([O-])O. Yields the product O=S(=O)(Nc1cncc(Br)c1)c1ccc(F)cc1. Reaction SMILES: [Br:1][c:2]1[cH:3][c:4]([NH2:8])[cH:5][n:6][cH:7]1.[CH3:9][CH2:10][OH:11].[Cl:23][CH2:24][Cl:25].[F:12][c:13]1[cH:14][cH:15][c:16]([S:19](=[O:20])(=[O:21])[Cl:22])[cH:17][cH:18]1.[Na+:30].[O-:26][C:27]([OH:28])=[O:29]>>[Br:1][c:2]1[cH:3][c:4]([NH:8][S:19]([c:16]2[cH:15][cH:14][c:13]([F:12])[cH:18][cH:17]2)(=[O:20])=[O:21])[cH:5][n:6][cH:7]1. Reactants: O=C([O-])O, ClCCl, O=C(Cl)c1ccc(Cl)cc1, [K], [Na+], CN(C)C=O, O=S1N=C(O)C(N2CCOCC2)=N1. The product is O=C1C(N2CCOCC2)=NS(=O)N1C(=O)c1ccc(Cl)cc1. Reaction SMILES: [C:25](=[O:26])([OH:27])[O-:28].[CH2:30]([Cl:31])[Cl:32].[Cl:15][c:16]1[cH:17][cH:18][c:19]([C:20](=[O:21])[Cl:22])[cH:23][cH:24]1.[K:1].[Na+:29].[O:33]=[CH:34][N:35]([CH3:36])[CH3:37].[OH:2][C:3]1=[N:4][S:5](=[O:14])[N:6]=[C:7]1[N:8]1[CH2:9][CH2:10][O:11][CH2:12][CH2:13]1>>[O:2]=[C:3]1[N:4]([C:20]([c:19]2[cH:18][cH:17][c:16]([Cl:15])[cH:24][cH:23]2)=[O:21])[S:5](=[O:14])[N:6]=[C:7]1[N:8]1[CH2:9][CH2:10][O:11][CH2:12][CH2:13]1. Starting materials: CC(C(=O)OCC)C=O (ethyl 2-methyl-3-oxopropanoate), CC(C(=O)OCC)C=O (ethyl 2-methyl-3-oxopropanoate), Cl.C(C1=CC=CC=C1)NN (Benzylhydrazine hydrochloride). The solvent is C(C)O (ethanol). Conditions: temperature 80 celsius, time 5 hour. Product: C(C1=CC=CC=C1)N1N=CC(=C1O)C (1-Benzyl-4-methyl-1H-pyrazol-5-ol). Isolated yield 59.5%. Reaction SMILES: [CH3:1][CH:2]([CH:8]=O)[C:3]([O:5]CC)=O.Cl.[CH2:11]([NH:18][NH2:19])[C:12]1[CH:17]=[CH:16][CH:15]=[CH:14][CH:13]=1>C(O)C>[CH2:11]([N:18]1[C:3]([OH:5])=[C:2]([CH3:1])[CH:8]=[N:19]1)[C:12]1[CH:17]=[CH:16][CH:15]=[CH:14][CH:13]=1 |f:1.2|. Procedure details: Into a 100-mL round-bottom flask, was placed a solution of ethyl 2-methyl-3-oxopropanoate (compound 249.1, 500 mg, 3.84 mmol) in ethanol (15 mL). Benzylhydrazine hydrochloride (730 mg, 4.66 mmol) was added and the reaction was stirred for 5 h at 80° C., then concentrated under reduced pressure. The residue was purified by a silica gel chromatography with dichloromethane/methanol (30:1) as eluent to obtain the title compound as a yellow oil (430 mg, 59%). Starting materials: [BH3-]C#N, CO, C[O-], CO, CC(=O)O, O=Cc1nc2c(cc1Cl)SCC(=O)N2, Cl, NC1CCN(CCn2c(=O)ccc3ccncc32)CC1, [Na+], [Na+]. The product is O=C1CSc2cc(Cl)c(CNC3CCN(CCn4c(=O)ccc5ccncc54)CC3)nc2N1. Reaction SMILES: [C:41]([BH3-:42])#[N:43].[CH3:22][OH:23].[CH3:24][O-:25].[CH3:45][OH:46].[CH3:47][C:48](=[O:49])[OH:50].[Cl:27][c:28]1[cH:29][c:30]2[c:35]([n:36][c:37]1[CH:38]=[O:39])[NH:34][C:33](=[O:40])[CH2:32][S:31]2.[ClH:1].[NH2:2][CH:3]1[CH2:4][CH2:5][N:6]([CH2:9][CH2:10][n:11]2[c:12](=[O:21])[cH:13][cH:14][c:15]3[cH:16][cH:17][n:18][cH:19][c:20]23)[CH2:7][CH2:8]1.[Na+:26].[Na+:44]>>[NH:2]([CH:3]1[CH2:4][CH2:5][N:6]([CH2:9][CH2:10][n:11]2[c:12](=[O:21])[cH:13][cH:14][c:15]3[cH:16][cH:17][n:18][cH:19][c:20]23)[CH2:7][CH2:8]1)[CH2:38][c:37]1[c:28]([Cl:27])[cH:29][c:30]2[c:35]([n:36]1)[NH:34][C:33](=[O:40])[CH2:32][S:31]2. The reactants are [Al+3], [Br-], [Br-], [Br-], COC(=O)c1ccc2nc(COc3ccc(C45CC6CC(CC(C6)C4)C5)cc3)oc2c1, CSC, ClCCl, Cl, O. The product is O=C(O)c1ccc2nc(COc3ccc(C45CC6CC(CC(C6)C4)C5)cc3)oc2c1. RXN SMILES: [Al+3:33].[Br-:32].[Br-:34].[Br-:35].[CH3:1][O:2][C:3](=[O:4])[c:5]1[cH:6][c:7]2[c:8]([n:9][c:10]([CH2:12][O:13][c:14]3[cH:15][cH:16][c:17]([C:20]45[CH2:21][CH:22]6[CH2:23][CH:24]([CH2:25][CH:26]([CH2:27]4)[CH2:28]6)[CH2:29]5)[cH:18][cH:19]3)[o:11]2)[cH:30][cH:31]1.[CH3:38][S:39][CH3:40].[Cl:41][CH2:42][Cl:43].[ClH:37].[OH2:36]>>[O:2]=[C:3]([OH:4])[c:5]1[cH:6][c:7]2[c:8]([n:9][c:10]([CH2:12][O:13][c:14]3[cH:15][cH:16][c:17]([C:20]45[CH2:21][CH:22]6[CH2:23][CH:24]([CH2:25][CH:26]([CH2:27]4)[CH2:28]6)[CH2:29]5)[cH:18][cH:19]3)[o:11]2)[cH:30][cH:31]1.